Dataset: the Open Reaction Database (ORD), a public repository of structured organic reaction records. Task: describe an organic reaction: reactants, conditions, products, and yield Run in C(Cl)Cl (methylene chloride), C(C)O (ethanol), O (water), C(Cl)Cl (methylene chloride). The product is OC1CC2CC(CC2C1)=O (7ξ-hydroxy-bicyclo[3.3.0]octan-3-one). Reaction SMILES: [BH4-].[Na+].[CH:3]12[CH2:10][C:9](=[O:11])[CH2:8][CH:7]1[CH2:6][C:5](=[O:12])[CH2:4]2.CC(C)=O.C(O)(=O)C>C(Cl)Cl.C(O)C.O>[OH:12][CH:5]1[CH2:4][CH:3]2[CH:7]([CH2:8][C:9](=[O:11])[CH2:10]2)[CH2:6]1 |f:0.1|. Procedure: 1.1 g of sodium borohydride (0.029 mol) is added with stirring to a solution of 11.6 g of bicyclo[3.3.0]octane-3,7-dione (8.4×10-2 mol) in 100 ml of methylene chloride and 100 ml of ethanol. After 45 minutes at this temperature, the excess reagent is decomposed by slowly adding 20 ml of acetone. The mixture is then neutralized with 1.4 ml of acetic acid, and evaporated under vacuum to afford a residue which is taken up in water and methylene chloride. The organic phase is evaporated to dryness a... Starting materials: C12CC(CC2CC(C1)=O)=O (bicyclo[3.3.0]octane-3,7-dione), [BH4-].[Na+] (sodium borohydride), C(C)(=O)O (acetic acid), CC(=O)C (acetone). Yield: 77.3%. Conditions: time 45 minute. The reactants are C(C)(=O)C1=C(NC=2C=CNC(C2C1C=1C=CC=C2C(C=C(OC12)C)=O)=O)C (3-acetyl-2-methyl-4-(2-methyl-4-oxo-4H-chromen-8-yl)-4,6-dihydro-1,6-naphthyridin-5(1H)-one), CS(=O)(=O)Cl (methanesulfonyl chloride). Yields the product CS(=O)(=O)OC1=C2C(C(=C(NC2=CC=N1)C)C(C)=O)C=1C=CC=C2C(C=C(OC12)C)=O (3-Acetyl-2-methyl-4-(2-methyl-4-oxo-4H-chromen-8-yl)-1,4-dihydro-1,6-naphthyridin-5-yl methanesulfonate). Reaction SMILES: [C:1]([C:4]1[CH:13]([C:14]2[CH:15]=[CH:16][CH:17]=[C:18]3[C:23]=2[O:22][C:21]([CH3:24])=[CH:20][C:19]3=[O:25])[C:12]2[C:11](=[O:26])[NH:10][CH:9]=[CH:8][C:7]=2[NH:6][C:5]=1[CH3:27])(=[O:3])[CH3:2].[CH3:28][S:29](Cl)(=[O:31])=[O:30]>>[CH3:28][S:29]([O:26][C:11]1[N:10]=[CH:9][CH:8]=[C:7]2[C:12]=1[CH:13]([C:14]1[CH:15]=[CH:16][CH:17]=[C:18]3[C:23]=1[O:22][C:21]([CH3:24])=[CH:20][C:19]3=[O:25])[C:4]([C:1](=[O:3])[CH3:2])=[C:5]([CH3:27])[NH:6]2)(=[O:31])=[O:30]. Procedure details: The title compound is prepared in analogy to example 10 from 50 mg (0.13 mmol) of 3-acetyl-2-methyl-4-(2-methyl-4-oxo-4H-chromen-8-yl)-4,6-dihydro-1,6-naphthyridin-5(1H)-one and 12 μl (0.15 mmol) of methanesulfonyl chloride. 10.4 mg (15% of theory) of the product are obtained as a pale yellow solid.